Dataset: the Open Reaction Database (ORD), a public repository of structured organic reaction records. Task: describe an organic reaction: reactants, conditions, products, and yield The reactants are C(=O)[O-].[NH4+] (ammonium formate), COC=1C=NC=CC1C1=CC(=C(C=C1)[N+](=O)[O-])OC(C)C (3-methoxy-4-[4-nitro-3-(propan-2-yloxy)phenyl]pyridine). Reagents/catalysts: [Pd] (Pd/C). Solvent: CO (methanol). Run at temperature 80 celsius. The product is COC=1C=NC=CC1C1=CC(=C(N)C=C1)OC(C)C (4-(3-methoxypyridin-4-yl)-2-(propan-2-yloxy)aniline). Yield: 103.8%. RXN SMILES: C([O-])=O.[NH4+].[CH3:5][O:6][C:7]1[CH:8]=[N:9][CH:10]=[CH:11][C:12]=1[C:13]1[CH:18]=[CH:17][C:16]([N+:19]([O-])=O)=[C:15]([O:22][CH:23]([CH3:25])[CH3:24])[CH:14]=1>CO.[Pd]>[CH3:5][O:6][C:7]1[CH:8]=[N:9][CH:10]=[CH:11][C:12]=1[C:13]1[CH:18]=[CH:17][C:16]([NH2:19])=[C:15]([O:22][CH:23]([CH3:25])[CH3:24])[CH:14]=1 |f:0.1|. Procedure details: 7.55 g of ammonium formate and 1.5 g of Pd/C (10%) are added to a solution of 5.75 g of 3-methoxy-4-[4-nitro-3-(propan-2-yloxy)phenyl]pyridine in 100 ml of methanol. The reaction medium is microwave-heated at 80° C. for 5 minutes. The mixture is filtered on Clarcel, and the Clarcel is rinsed with methanol. The filtrate is concentrated under reduced pressure. The residue is taken up with 60 ml of ethyl acetate and 20 ml of water. The 2 phases are separated, and the aqueous phase is extracted with... Starting materials: target compound, resultant mixture, Grignard reagent, CS(=O)(=O)C=1C=CC2=C(CCC3=C(NCC=C3)C2=O)C1 (8-Methylsulfonyl-5,6-dihydro-1H-benzo[5,6]cyclohepta[1,2-b]pyridin-11-one), Grignard reagent, CN1CCC(CC1)Cl (N-methyl-4-chloropiperidine), [Mg] (magnesium), C1CCOC1 (THF). The solvent is C(Cl)Cl (methylene chloride). Reaction conditions: time 1 hour. Yields the product CS(=O)(=O)C=1C=CC2=C(CCC=3C(=NC=CC3)C2(O)C2CCN(CC2)C)C1 (8-methylsulfonyl-6,11-dihydro-11-(1-methyl-4-piperidyl)-5H-benzo[5,6]cyclohepta[1,2-b]pyridin-11-ol). The yield is 61.0%. As a reaction SMILES: [CH3:1][S:2]([C:5]1[CH:6]=[CH:7][C:8]2[C:18](=[O:19])[C:13]3[NH:14][CH2:15][CH:16]=[CH:17][C:12]=3[CH2:11][CH2:10][C:9]=2[CH:20]=1)(=[O:4])=[O:3].[CH3:21][N:22]1[CH2:27][CH2:26][CH:25](Cl)[CH2:24][CH2:23]1.[Mg].C1COCC1>C(Cl)Cl>[CH3:1][S:2]([C:5]1[CH:6]=[CH:7][C:8]2[C:18]([CH:25]3[CH2:26][CH2:27][N:22]([CH3:21])[CH2:23][CH2:24]3)([OH:19])[C:13]3=[N:14][CH:15]=[CH:16][CH:17]=[C:12]3[CH2:11][CH2:10][C:9]=2[CH:20]=1)(=[O:4])=[O:3]. Procedure: 8-Methylsulfonyl-5,6-dihydro-1H-benzo[5,6]cyclohepta[1,2-b]pyridin-11-one (1 g) was dissolved in 30 ml of methylene chloride, followed by the dropwise gradual addition of a Grignard reagent under ice cooling. The Grignard reagent had been prepared from 0.07 g of N-methyl-4-chloropiperidine, 0.012 g of magnesium and 10 ml of THF. After the resultant mixture was stirred for 1 hour at the same temperature, it was stirred for additional 1 hour at room temperature. The reaction mixture was then treat... Starting materials: C[C@@H]1CNC(=O)[C@H](NC(=O)/C=C/C[C@H](OC(=O)[C@@H](OC1=O)CC(C)C)[C@H](C)[C@H]([C@H](C2=CC=CC=C2)Cl)O)CC3=CC(=C(C=C3)OC)Cl (Cryptophycin 8), [Li+].[Cl-] (LiCl). The product is CC1CNC(=O)C(NC(=O)/C=C/CC(OC(=O)C(OC1=O)CC(C)C)C(C)C2C(O2)C3=CC=CC=C3)CC4=CC(=C(C=C4)OC)Cl (Cryptophycin). Isolated yield 35.9%. As a reaction SMILES: [CH3:1][C@H:2]1[C:20](=[O:21])[O:19][C@@H:18]([CH2:22][CH:23]([CH3:25])[CH3:24])[C:16](=[O:17])[O:15][C@H:14]([C@@H:26]([C@@H:28]([OH:37])[C@@H:29](Cl)[C:30]2[CH:35]=[CH:34][CH:33]=[CH:32][CH:31]=2)[CH3:27])[CH2:13][CH:12]=[CH:11][C:9](=[O:10])[NH:8][C@H:7]([CH2:38][C:39]2[CH:44]=[CH:43][C:42]([O:45][CH3:46])=[C:41]([Cl:47])[CH:40]=2)[C:5](=[O:6])[NH:4][CH2:3]1.[Li+].[Cl-]>CC(C)=O>[CH3:1][CH:2]1[C:20](=[O:21])[O:19][CH:18]([CH2:22][CH:23]([CH3:25])[CH3:24])[C:16](=[O:17])[O:15][CH:14]([CH:26]([CH:28]2[O:37][CH:29]2[C:30]2[CH:31]=[CH:32][CH:33]=[CH:34][CH:35]=2)[CH3:27])[CH2:13][CH:12]=[CH:11][C:9](=[O:10])[NH:8][CH:7]([CH2:38][C:39]2[CH:44]=[CH:43][C:42]([O:45][CH3:46])=[C:41]([Cl:47])[CH:40]=2)[C:5](=[O:6])[NH:4][CH2:3]1 |f:1.2|. Solvent: CC(=O)C (acetone). Procedure details: To a solution of Cryptophycin 8 (20 mg) in 1.0 mL of dry acetone(distilled from K2CO3) was added 20 mg of LiCl. The mixture was stirred for 3 days at 100° C., cooled to room temperature, and evaporated. The residue was subjected to reversed-phase HPLC using 82/18 MeOH/H2O to give Cryptophycin 27 (6.8 mg) and recovered Cryptophycin 8 (10.1 mg). Run at temperature 100 celsius, time 3 day. Reactants: [Si](C)(C)(C(C)(C)C)OC[C@H]1C[C@@H]([C@@H](NC1)C1=CC=CC=C1)C(=O)OC ((2R*,3S*,5S*)-5-(tert-butyldimethylsilyloxy)methyl-3-methoxycarbonyl-2-phenylpiperidine), C(=O)(O)[O-].[Na+] (NaHCO3), O (H2O), ClC(=O)OCC1=CC=CC=C1 (benzyl chloroformate). The solvent is C1CCOC1 (THF), C1CCOC1 (THF), CCOC(=O)C (AcOEt). The product is C(C1=CC=CC=C1)OC(=O)N1[C@H]([C@H](C[C@@H](C1)CO[Si](C)(C)C(C)(C)C)C(=O)OC)C1=CC=CC=C1 ((2R*,3S*,5S*)-1-Benzyloxycarbonyl-5-(tert-butyldimethylsilyloxy)methyl-3-methoxycarbonyl-2-phenylpiperidine). Yield: 105.6%. As a reaction SMILES: [Si:1]([O:8][CH2:9][C@@H:10]1[CH2:15][NH:14][C@@H:13]([C:16]2[CH:21]=[CH:20][CH:19]=[CH:18][CH:17]=2)[C@@H:12]([C:22]([O:24][CH3:25])=[O:23])[CH2:11]1)([C:4]([CH3:7])([CH3:6])[CH3:5])([CH3:3])[CH3:2].C([O-])(O)=O.[Na+].O.Cl[C:33]([O:35][CH2:36][C:37]1[CH:42]=[CH:41][CH:40]=[CH:39][CH:38]=1)=[O:34]>C1COCC1.CCOC(C)=O>[CH2:36]([O:35][C:33]([N:14]1[CH2:15][C@@H:10]([CH2:9][O:8][Si:1]([C:4]([CH3:7])([CH3:6])[CH3:5])([CH3:2])[CH3:3])[CH2:11][C@H:12]([C:22]([O:24][CH3:25])=[O:23])[C@@H:13]1[C:16]1[CH:17]=[CH:18][CH:19]=[CH:20][CH:21]=1)=[O:34])[C:37]1[CH:42]=[CH:41][CH:40]=[CH:39][CH:38]=1 |f:1.2|. Reported procedure: To a stirred and ice-cooled mixture of (2R*,3S*,5S*)-5-(tert-butyldimethylsilyloxy)methyl-3-methoxycarbonyl-2-phenylpiperidine (11.46 g, 31.52 mmol), NaHCO3 (3.97 g, 47.3 mmol), H2O (80.0 ml), and THF (10.0 ml) was added a solution of benzyl chloroformate (Cbz-Cl, 5.92 g, 34.67 mmol) in THF (15.0 ml). A precipitated gummy material was dispersed by adding AcOEt (40.0 ml). After the resultant milky suspension was stirred with ice-cooling for 2.5 hours, the organic layer was separated from the mixt...